Dataset: the Open Reaction Database (ORD), a public repository of structured organic reaction records. Task: describe an organic reaction: reactants, conditions, products, and yield Reactants: C1(=CC=CC=C1)C(CO)(CO)C1=CC=CC=C1 (2,2-diphenyl-1,3-propanediol), [H-].[Na+] (sodium hydride), S(N)(=O)(=O)Cl (sulfamoyl chloride). Solvent: C(OC)COC (dimethoxyethane), C(OC)COC (dimethoxyethane), C(OC)COC (dimethoxyethane). Reaction conditions: temperature 4 celsius, time 8 hour. Yields the product C1(=CC=CC=C1)C(COS(N)(=O)=O)(COS(N)(=O)=O)C1=CC=CC=C1 (2,2-diphenyl-1,3-bis-O-sulfamyl-1,3-propanediol). As a reaction SMILES: [C:1]1([C:7]([C:12]2[CH:17]=[CH:16][CH:15]=[CH:14][CH:13]=2)([CH2:10][OH:11])[CH2:8][OH:9])[CH:6]=[CH:5][CH:4]=[CH:3][CH:2]=1.[H-].[Na+].[S:20](Cl)(=[O:23])(=[O:22])[NH2:21]>C(COC)OC>[C:1]1([C:7]([C:12]2[CH:17]=[CH:16][CH:15]=[CH:14][CH:13]=2)([CH2:8][O:9][S:20](=[O:23])(=[O:22])[NH2:21])[CH2:10][O:11][S:20](=[O:23])(=[O:22])[NH2:21])[CH:2]=[CH:3][CH:4]=[CH:5][CH:6]=1 |f:1.2|. Reported procedure: To a solution of 17.3 g. (0.076 mol.) of 2,2-diphenyl-1,3-propanediol in 200 ml. of dimethoxyethane is added 12.7 g. (0.3 mol.) of 57% sodium hydride followed by an additional 400 ml. of dimethoxyethane. After stirring overnight the suspension is cooled to 4° C. A solution of 31.2 g. (0.27 mol.) of sulfamoyl chloride in 600 ml. of dimethoxyethane is then added dropwise. The suspension is stirred overnight at room temperature. After filtering the mixture the filtrate is concentrated and the resid... Reactants: CSc1ccc(CC(=O)c2cncc(Br)c2)cc1, BrCC=Cc1ccccc1, [H-], [Na+], CN(C)C=O. The product is CSc1ccc(C(CC=Cc2ccccc2)C(=O)c2cncc(Br)c2)cc1. As a reaction SMILES: [Br:1][c:2]1[cH:3][c:4]([C:8]([CH2:9][c:10]2[cH:11][cH:12][c:13]([S:16][CH3:17])[cH:14][cH:15]2)=[O:18])[cH:5][n:6][cH:7]1.[CH2:21]([CH:22]=[CH:23][c:24]1[cH:25][cH:26][cH:27][cH:28][cH:29]1)[Br:30].[H-:20].[Na+:19].[O:31]=[CH:32][N:33]([CH3:34])[CH3:35]>>[Br:1][c:2]1[cH:3][c:4]([C:8]([CH:9]([c:10]2[cH:11][cH:12][c:13]([S:16][CH3:17])[cH:14][cH:15]2)[CH2:21][CH:22]=[CH:23][c:24]2[cH:25][cH:26][cH:27][cH:28][cH:29]2)=[O:18])[cH:5][n:6][cH:7]1.